describe an organic reaction: reactants, conditions, products, and yield From a dataset of the Open Reaction Database (ORD), a public repository of structured organic reaction records. The reactants are FC1=CC=C(C=C1)C=1C=C(C(=NC1)NC1=CC(=CC=C1)N)[N+](=O)[O-] (N-[5-(4-fluoro-phenyl)-3-nitro-pyridin-2-yl]-benzene-1,3-diamine), CC(=O)O (AcOH). Reagents/catalysts: [Zn] (Zinc). Run at temperature 60 celsius. Yields the product FC1=CC=C(C=C1)C=1C=C2C(=NC1)N(C=N2)C=2C=C(C=CC2)N (3-[6-(4-Fluoro-phenyl)-imidazo[4,5-b]pyridin-3-yl]-phenylamine). Reaction SMILES: [F:1][C:2]1[CH:7]=[CH:6][C:5]([C:8]2[CH:9]=[C:10]([N+:22]([O-])=O)[C:11]([NH:14][C:15]3[CH:20]=[CH:19][CH:18]=[C:17]([NH2:21])[CH:16]=3)=[N:12][CH:13]=2)=[CH:4][CH:3]=1.[CH3:25]C(O)=O>[Zn]>[F:1][C:2]1[CH:7]=[CH:6][C:5]([C:8]2[CH:9]=[C:10]3[N:22]=[CH:25][N:14]([C:15]4[CH:16]=[C:17]([NH2:21])[CH:18]=[CH:19][CH:20]=4)[C:11]3=[N:12][CH:13]=2)=[CH:4][CH:3]=1. Procedure details: Zinc dust (9.3 g, 142 mmol) was added to a stirred solution of N-[5-(4-fluoro-phenyl)-3-nitro-pyridin-2-yl]-benzene-1,3-diamine (2.3 g, 7.1 mmol) in AcOH (35 ml) at RT. After the exotherm had subsided the reaction was stirred and heated at 60° C. for 3 hours. The mixture was allowed to cool to RT then filtered through Celite—washing with AcOH (˜150 ml). The filtrate was evaporated and the residue was azeotroped with toluene (×2). The residue was taken up in trimethylorthoformate (50 ml) and then...